This data is from the Open Reaction Database (ORD), a public repository of structured organic reaction records. The task is: describe an organic reaction: reactants, conditions, products, and yield Reactants: O=C(NC1CCN(Cc2ccccc2)CC1)C(F)(F)F, CI, C1CCOC1, O. Yields the product CN(C(=O)C(F)(F)F)C1CCN(Cc2ccccc2)CC1. As a reaction SMILES: [CH2:1]([c:2]1[cH:3][cH:4][cH:5][cH:6][cH:7]1)[N:8]1[CH2:9][CH2:10][CH:11]([NH:14][C:15]([C:16]([F:17])([F:18])[F:19])=[O:20])[CH2:12][CH2:13]1.[CH3:21][I:22].[O:24]1[CH2:25][CH2:26][CH2:27][CH2:28]1.[OH2:23]>>[CH2:1]([c:2]1[cH:3][cH:4][cH:5][cH:6][cH:7]1)[N:8]1[CH2:9][CH2:10][CH:11]([N:14]([C:15]([C:16]([F:17])([F:18])[F:19])=[O:20])[CH3:21])[CH2:12][CH2:13]1. The reactants are CC1C(OCC(C)(C)C)OCC(COCc2ccccc2)N1C(=O)OC(C)(C)C, CO, [OH-], [OH-], [Pd+2]. The product is CC1C(OCC(C)(C)C)OCC(CO)N1C(=O)OC(C)(C)C. As a reaction SMILES: [C:1]([CH3:2])([CH3:3])([CH3:4])[O:5][C:6](=[O:7])[N:8]1[CH:9]([CH3:29])[CH:10]([O:23][CH2:24][C:25]([CH3:26])([CH3:27])[CH3:28])[O:11][CH2:12][CH:13]1[CH2:14][O:15][CH2:16][c:17]1[cH:18][cH:19][cH:20][cH:21][cH:22]1.[CH3:30][OH:31].[OH-:32].[OH-:34].[Pd+2:33]>>[C:1]([CH3:2])([CH3:3])([CH3:4])[O:5][C:6](=[O:7])[N:8]1[CH:9]([CH3:29])[CH:10]([O:23][CH2:24][C:25]([CH3:26])([CH3:27])[CH3:28])[O:11][CH2:12][CH:13]1[CH2:14][OH:15].